Dataset: the Open Reaction Database (ORD), a public repository of structured organic reaction records. Task: describe an organic reaction: reactants, conditions, products, and yield Reactants: O (water), C(C(C)C)(=O)OCC (Ethyl isobutyrate), C(C1=CC=CC=C1)OC1=CC=C(C=O)C=C1 (4-benzyloxy-benzaldehyde), [Li+].CC(C)[N-]C(C)C (LDA). The solvent is C1CCOC1 (THF). Reaction conditions: temperature -78 celsius, time 2 hour. Yields the product C(C)OC(C(C(O)C1=CC=C(C=C1)OCC1=CC=CC=C1)(C)C)=O (3-(4-benzyloxy-phenyl)-3-hydroxy-2,2-dimethyl-propionic acid ethyl ester). The yield is 67.3%. Reaction SMILES: [C:1]([O:6][CH2:7][CH3:8])(=[O:5])[CH:2]([CH3:4])[CH3:3].[Li+].CC([N-]C(C)C)C.[CH2:17]([O:24][C:25]1[CH:32]=[CH:31][C:28]([CH:29]=[O:30])=[CH:27][CH:26]=1)[C:18]1[CH:23]=[CH:22][CH:21]=[CH:20][CH:19]=1.O>C1COCC1>[CH2:7]([O:6][C:1](=[O:5])[C:2]([CH3:4])([CH3:3])[CH:29]([C:28]1[CH:27]=[CH:26][C:25]([O:24][CH2:17][C:18]2[CH:19]=[CH:20][CH:21]=[CH:22][CH:23]=2)=[CH:32][CH:31]=1)[OH:30])[CH3:8] |f:1.2|. Reported procedure: Ethyl isobutyrate (2.5 mL, 18.42 mmol) was dissolved in THF (8 mL), and the solution was cooled to −78° C. LDA (9.2 mL, 18.42 mmol) was added thereto, and the mixture was stirred at the corresponding temperature for 2 hours. After 4-benzyloxy-benzaldehyde (1.7 g, 8.01 mmol) obtained in Step A was added thereto at −78° C., the mixture was heated to room temperature, and then stirred for 2 days. The reactant was added with water, and then extracted with EtOAc. The organic layer was concentrated un... The reactants are CNC(=O)c1cc(Oc2ccc3nc(NC4CCCN(C(=O)OC(C)(C)C)C4)sc3c2)ccn1, Cl, C1COCCO1. Yields the product CNC(=O)c1cc(Oc2ccc3nc(NC4CCCNC4)sc3c2)ccn1. RXN SMILES: [CH3:1][NH:2][C:3](=[O:4])[c:5]1[n:6][cH:7][cH:8][c:9]([O:11][c:12]2[cH:13][c:14]3[c:15]([n:16][c:17]([NH:19][CH:20]4[CH2:21][N:22]([C:26]([O:27][C:28]([CH3:29])([CH3:30])[CH3:31])=[O:32])[CH2:23][CH2:24][CH2:25]4)[s:18]3)[cH:33][cH:34]2)[cH:10]1.[ClH:41].[O:35]1[CH2:36][CH2:37][O:38][CH2:39][CH2:40]1>>[CH3:1][NH:2][C:3](=[O:4])[c:5]1[n:6][cH:7][cH:8][c:9]([O:11][c:12]2[cH:13][c:14]3[c:15]([n:16][c:17]([NH:19][CH:20]4[CH2:21][NH:22][CH2:23][CH2:24][CH2:25]4)[s:18]3)[cH:33][cH:34]2)[cH:10]1. Reaction SMILES: [CH3:32][CH2:33][OH:34].[Cl:29][CH2:30][Cl:31].[F:1][c:2]1[cH:3][cH:4][c:5](-[c:8]2[n:9][o:10][c:11](-[c:13]3[cH:14][c:15]([C:22]#[N:23])[cH:16][c:17]([N+:19]([O-:20])=[O:21])[cH:18]3)[n:12]2)[n:6][cH:7]1.[OH2:24].[OH2:25].[Sn:26]([Cl:27])[Cl:28]>>[F:1][c:2]1[cH:3][cH:4][c:5](-[c:8]2[n:9][o:10][c:11](-[c:13]3[cH:14][c:15]([C:22]#[N:23])[cH:16][c:17]([NH2:19])[cH:18]3)[n:12]2)[n:6][cH:7]1. Starting materials: CCO, ClCCl, N#Cc1cc(-c2nc(-c3ccc(F)cn3)no2)cc([N+](=O)[O-])c1, O, O, Cl[Sn]Cl. The product is N#Cc1cc(N)cc(-c2nc(-c3ccc(F)cn3)no2)c1. Reaction SMILES: [CH2:1]([c:2]1[cH:3][cH:4][cH:5][cH:6][cH:7]1)[N:8]([c:9]1[c:10]([N+:31]([O-:32])=[O:33])[c:11]([NH:15][c:16]2[cH:17][c:18]([N:22]([C:23]([O:24][C:25]([CH3:26])([CH3:27])[CH3:28])=[O:29])[CH3:30])[cH:19][cH:20][cH:21]2)[n:12][cH:13][n:14]1)[CH2:34][c:35]1[cH:36][cH:37][cH:38][cH:39][cH:40]1.[CH2:43]1[O:44][CH2:45][CH2:46][CH2:47]1.[CH3:48][OH:49].[Cl-:41].[NH4+:42].[OH2:50]>>[CH2:1]([c:2]1[cH:3][cH:4][cH:5][cH:6][cH:7]1)[N:8]([c:9]1[c:10]([NH2:31])[c:11]([NH:15][c:16]2[cH:17][c:18]([N:22]([C:23]([O:24][C:25]([CH3:26])([CH3:27])[CH3:28])=[O:29])[CH3:30])[cH:19][cH:20][cH:21]2)[n:12][cH:13][n:14]1)[CH2:34][c:35]1[cH:36][cH:37][cH:38][cH:39][cH:40]1. The product is CN(C(=O)OC(C)(C)C)c1cccc(Nc2ncnc(N(Cc3ccccc3)Cc3ccccc3)c2N)c1. The reactants are CN(C(=O)OC(C)(C)C)c1cccc(Nc2ncnc(N(Cc3ccccc3)Cc3ccccc3)c2[N+](=O)[O-])c1, C1CCOC1, CO, [Cl-], [NH4+], O. The reactants are CS(=O)(=O)OC(CCC(C1=CC(=C(C=C1)Cl)[N+](=O)[O-])OS(=O)(=O)C)C1=CC(=C(C=C1)Cl)[N+](=O)[O-] (1,4-bis(4-chloro-3-nitrophenyl)butane-1,4-diyl dimethanesulfonate), C(C)(C)(C)C1=CC=C(N)C=C1 (4-t-butyl aniline), O (water). Solvent: CN(C)C=O (DMF). Run at temperature 55 celsius. Yields the product C(C)(C)(C)C1=CC=C(C=C1)N1C(CCC1C1=CC(=C(C=C1)Cl)[N+](=O)[O-])C1=CC(=C(C=C1)Cl)[N+](=O)[O-] (1-(4-tert-butylphenyl)-2,5-bis(4-chloro-3-nitrophenyl)pyrrolidine). Isolated yield 72.4%. RXN SMILES: CS(O[CH:6]([C:25]1[CH:30]=[CH:29][C:28]([Cl:31])=[C:27]([N+:32]([O-:34])=[O:33])[CH:26]=1)[CH2:7][CH2:8][CH:9](OS(C)(=O)=O)[C:10]1[CH:15]=[CH:14][C:13]([Cl:16])=[C:12]([N+:17]([O-:19])=[O:18])[CH:11]=1)(=O)=O.[C:35]([C:39]1[CH:45]=[CH:44][C:42]([NH2:43])=[CH:41][CH:40]=1)([CH3:38])([CH3:37])[CH3:36].O>CN(C=O)C>[C:35]([C:39]1[CH:40]=[CH:41][C:42]([N:43]2[CH:9]([C:10]3[CH:15]=[CH:14][C:13]([Cl:16])=[C:12]([N+:17]([O-:19])=[O:18])[CH:11]=3)[CH2:8][CH2:7][CH:6]2[C:25]2[CH:30]=[CH:29][C:28]([Cl:31])=[C:27]([N+:32]([O-:34])=[O:33])[CH:26]=2)=[CH:44][CH:45]=1)([CH3:38])([CH3:36])[CH3:37]. Procedure details: The product from Example 28C (6.6 g, 11.84 mmol) was slurried in DMF (30 mL) and 4-t-butyl aniline (18.7 mL, 118 mmol) was added and the solution was heated at 55° C. for 2 h then cooled and poured into water and extracted into dichloromethane. The organics were concentrated and the residue was purified by chromatography on silica gel 120 g column, eluting with 0-5% ethyl acetate/hexanes to give 4.41 g (72%) of a thick oil.